From a dataset of the Open Reaction Database (ORD), a public repository of structured organic reaction records. describe an organic reaction: reactants, conditions, products, and yield Starting materials: C(=O)(OC)CCC=O (3-carbomethoxypropionaldehyde), [Na] (sodium), 12.4, [PH2](=O)[O-].C(C1=CC=CC=C1)(C1=CC=CC=C1)[NH3+] (benzhydrylammonium hypophosphite), [Na] (sodium). Yields the product C(C1=CC=CC=C1)(C1=CC=CC=C1)NC(CCC(=O)OC)P(O)O (1-benzhydrylamino-3-carbomethoxypropanephosphonous acid). As a reaction SMILES: [C:1]([CH2:5][CH2:6][CH:7]=O)([O:3][CH3:4])=[O:2].[Na].[PH2:10]([O-:12])=[O:11].[CH:13]([NH3+:26])([C:20]1[CH:25]=[CH:24][CH:23]=[CH:22][CH:21]=1)[C:14]1[CH:19]=[CH:18][CH:17]=[CH:16][CH:15]=1>>[CH:13]([NH:26][CH:7]([P:10]([OH:12])[OH:11])[CH2:6][CH2:5][C:1]([O:3][CH3:4])=[O:2])([C:20]1[CH:21]=[CH:22][CH:23]=[CH:24][CH:25]=1)[C:14]1[CH:19]=[CH:18][CH:17]=[CH:16][CH:15]=1 |f:2.3,^1:8|. Procedure details: 5.8 parts of freshly distilled 3-carbomethoxypropionaldehyde in 10 parts of sodium-dried dioxan was added to a suspension of 12.4 parts benzhydrylammonium hypophosphite in 60 parts of sodium-dried dioxan at 100° and under nitrogen over 15 minutes. 40 Parts water/dioxan was removed by distillation during the addition such that the temperature remained at 100° or above. The resulting clear solution was cooled and diluted with an equal volume of alcohol to give DL-1-benzhydrylamino-3-carbomethoxypr... Reactants: NC1=C(C(=O)O)C=C(C=C1)CN1CCN(CC1)C (2-amino-5-(4-methyl-piperazin-1-ylmethyl)benzoic acid), CN1CCOCC1 (N-methylmorpholine), [NH4+].[OH-] (NH4OH), CCN=C=NCCCN(C)C.Cl (EDCl), C=1C=CC2=C(C1)N=NN2O (HOBT). Run in C1CCOC1 (THF), CN(C)C=O (DMF). Run at time 20 minute. The product is NC1=C(C(=O)N)C=C(C=C1)CN1CCN(CC1)C (2-amino-5-(4-methyl-piperazin-1-ylmethyl)benzamide). As a reaction SMILES: [NH2:1][C:2]1[CH:10]=[CH:9][C:8]([CH2:11][N:12]2[CH2:17][CH2:16][N:15]([CH3:18])[CH2:14][CH2:13]2)=[CH:7][C:3]=1[C:4](O)=[O:5].CC[N:21]=C=NCCCN(C)C.Cl.C1C=CC2N(O)N=NC=2C=1.CN1CCOCC1.[NH4+].[OH-]>C1COCC1.CN(C=O)C>[NH2:1][C:2]1[CH:10]=[CH:9][C:8]([CH2:11][N:12]2[CH2:17][CH2:16][N:15]([CH3:18])[CH2:14][CH2:13]2)=[CH:7][C:3]=1[C:4]([NH2:21])=[O:5] |f:1.2,5.6|. Procedure: To a suspension of 2-amino-5-(4-methyl-piperazin-1-ylmethyl)benzoic acid (crude 1.28 g, 3.00 mmol) in THF (18 mL) and DMF (7 mL), EDCl (0.77 g, 4.00 mmol), and HOBT (0.50 g, 3.30 mmol) were added and stirred at room temperature for 20 minutes. Then, N-methylmorpholine (0.33 g, 3.30 mmol) and NH4OH (aq. 50% v/v, 3.50 mL, 50.0 mmol) were added. The mixture was stirred at room temperature for 48 hours. The solvent was evaporated, the residue was purified by column chromatography (silica gel 230-400... Starting materials: C(C)(C)(C)OC(=O)N1C(CCC1)C(C)OC (2-(1-methoxy-ethyl)-pyrrolidine-1-carboxylic acid tert-butyl ester), [N+](=O)([O-])C1=CC=C(CBr)C=C1 (4-nitrobenzyl bromide), C(=O)([O-])[O-].[K+].[K+] (K2CO3), C(=O)(C(F)(F)F)O (TFA). The solvent is C(Cl)Cl (CH2Cl2). Reaction conditions: time 8 hour. Yields the product COC(C)C1N(CCC1)CC1=CC=C(C=C1)[N+](=O)[O-] (2-(1-Methoxy-ethyl)-1-(4-nitro-benzyl)-pyrrolidine). As a reaction SMILES: C(O[C:6]([N:8]1[CH2:12][CH2:11][CH2:10][CH:9]1[CH:13]([O:15][CH3:16])[CH3:14])=O)(C)(C)C.C(O)(C(F)(F)F)=O.[N+:24]([C:27]1[CH:34]=[CH:33][C:30](CBr)=[CH:29][CH:28]=1)([O-:26])=[O:25].C([O-])([O-])=O.[K+].[K+]>C(Cl)Cl>[CH3:16][O:15][CH:13]([CH:9]1[CH2:10][CH2:11][CH2:12][N:8]1[CH2:6][C:30]1[CH:33]=[CH:34][C:27]([N+:24]([O-:26])=[O:25])=[CH:28][CH:29]=1)[CH3:14] |f:3.4.5|. Reported procedure: 2-(1-methoxy-ethyl)-pyrrolidine-1-carboxylic acid tert-butyl ester (1.0 g, 4.4 mmol) in CH2Cl2 (25 mL) is cooled to 0° C. and TFA (2.5 mL) is added dropwise. The mixture is allowed to stir at room temperature overnight. The volatiles were removed and CH3CN (20 mL) is added. After addition of 4-nitrobenzyl bromide (1.25 g, 5.78 mmol) and K2CO3 (2.0 g, 14.4 mmol) the mixture is stirred at room temperature for 5 hours. Aqueous workup followed by chromatography. (260 mg, 25%). 1H NMR (300 MHz, CDCl3... The reactants are N(N)C1=CC2=C(N=N1)CCN(C2)C(C(C)(C)C)=O (3-hydrazino-5,6,7,8-tetrahydro-6-pivaloylpyrido[4,3-c]pyridazine). Run in C(C)C(=O)CC (diethylketone). Conditions: time 1 hour. Product: CCC(CC)=NNC1=CC2=C(N=N1)CCN(C2)C(C(C)(C)C)=O (3-(3-Pentylidenehydrazino)-6-pivaloyl-5,6,7,8-tetrahydropyrido[4,3-c]pyridazine). As a reaction SMILES: [NH:1]([C:3]1[N:8]=[N:7][C:6]2[CH2:9][CH2:10][N:11]([C:13](=[O:18])[C:14]([CH3:17])([CH3:16])[CH3:15])[CH2:12][C:5]=2[CH:4]=1)[NH2:2]>C(C(CC)=O)C>[CH3:3][CH2:4][C:5](=[N:2][NH:1][C:3]1[N:8]=[N:7][C:6]2[CH2:9][CH2:10][N:11]([C:13](=[O:18])[C:14]([CH3:15])([CH3:17])[CH3:16])[CH2:12][C:5]=2[CH:4]=1)[CH2:6][CH3:9]. Reported procedure: 1 g of 3-hydrazino-5,6,7,8-tetrahydro-6-pivaloylpyrido[4,3-c]pyridazine is suspended in 10 cc of diethylketone, and heating on a water bath is effected for 1 hour. The title compound has a M.P. of 183°-185° (decomp., from absolute ethanol). Starting materials: C1CCOC1, COC(=O)c1ccc(NC(=O)c2cc3ccccc3[nH]2)c2c1OCCCO2, [Na+], [OH-]. Product: O=C(Nc1ccc(C(=O)O)c2c1OCCCO2)c1cc2ccccc2[nH]1. Reaction SMILES: [CH2:30]1[O:31][CH2:32][CH2:33][CH2:34]1.[CH3:1][O:2][C:3](=[O:4])[c:5]1[cH:6][cH:7][c:8]([NH:16][C:17](=[O:18])[c:19]2[nH:20][c:21]3[cH:22][cH:23][cH:24][cH:25][c:26]3[cH:27]2)[c:9]2[c:15]1[O:14][CH2:13][CH2:12][CH2:11][O:10]2.[Na+:29].[OH-:28]>>[O:2]=[C:3]([OH:4])[c:5]1[cH:6][cH:7][c:8]([NH:16][C:17](=[O:18])[c:19]2[nH:20][c:21]3[cH:22][cH:23][cH:24][cH:25][c:26]3[cH:27]2)[c:9]2[c:15]1[O:14][CH2:13][CH2:12][CH2:11][O:10]2. The reactants are O=C([O-])[O-], ClCCl, [Cs+], [Cs+], [I-], CCI, [Na+], CN(C)C=O, O=c1ccc(-c2ccn3c(-c4ccnc(-c5ccccc5)c4)cnc3c2)c[nH]1. Yields the product CCOc1ccc(-c2ccn3c(-c4ccnc(-c5ccccc5)c4)cnc3c2)cn1. RXN SMILES: [C:34](=[O:35])([O-:36])[O-:37].[Cl:45][CH2:46][Cl:47].[Cs+:38].[Cs+:39].[I-:33].[I:29][CH2:30][CH3:31].[Na+:32].[O:40]=[CH:41][N:42]([CH3:43])[CH3:44].[c:1]1(-[c:7]2[n:8][cH:9][cH:10][c:11](-[c:13]3[cH:14][n:15][c:16]4[n:17]3[cH:18][cH:19][c:20](-[c:22]3[cH:23][cH:24][c:25](=[O:28])[nH:26][cH:27]3)[cH:21]4)[cH:12]2)[cH:2][cH:3][cH:4][cH:5][cH:6]1>>[c:1]1(-[c:7]2[n:8][cH:9][cH:10][c:11](-[c:13]3[cH:14][n:15][c:16]4[n:17]3[cH:18][cH:19][c:20](-[c:22]3[cH:23][cH:24][c:25]([O:28][CH2:30][CH3:31])[n:26][cH:27]3)[cH:21]4)[cH:12]2)[cH:2][cH:3][cH:4][cH:5][cH:6]1.